From a dataset of the Open Reaction Database (ORD), a public repository of structured organic reaction records. describe an organic reaction: reactants, conditions, products, and yield As a reaction SMILES: [Br:12][c:13]1[cH:14][cH:15][c:16]([F:19])[cH:17][cH:18]1.[CH2:28]1[O:29][CH2:30][CH2:31][CH2:32]1.[CH3:1][CH2:2][CH2:3][CH2:4][Li:5].[CH3:33][CH2:34][CH2:35][CH2:36][CH2:37][CH3:38].[CH3:6][CH2:7][CH2:8][CH2:9][CH2:10][CH3:11].[CH:20]12[CH2:21][O:22][CH2:23][CH:24]1[O:25]2.[Na+:27].[OH-:26].[OH2:39]>>[c:13]1([CH:24]2[CH:20]([OH:25])[CH2:21][O:22][CH2:23]2)[cH:14][cH:15][c:16]([F:19])[cH:17][cH:18]1. The product is OC1COCC1c1ccc(F)cc1. Starting materials: Fc1ccc(Br)cc1, C1CCOC1, [Li]CCCC, CCCCCC, CCCCCC, C1OCC2OC12, [Na+], [OH-], O. Starting materials: CCCCCC, CC(C)=O, ClC(Cl)Cl, Cl, [H-], CC(C)n1nc(-c2nc(S(C)(=O)=O)c(N)nc2-c2ccccc2)ccc1=O, [Na+], OC1CCCCC1. The product is CC(C)n1nc(-c2nc(OC3CCCCC3)c(N)nc2-c2ccccc2)ccc1=O. RXN SMILES: [CH3:42][CH2:43][CH2:44][CH2:45][CH2:46][CH3:47].[CH3:48][C:49](=[O:50])[CH3:51].[Cl:38][CH:39]([Cl:40])[Cl:41].[ClH:37].[H-:2].[NH2:10][c:11]1[n:12][c:13](-[c:31]2[cH:32][cH:33][cH:34][cH:35][cH:36]2)[c:14](-[c:21]2[cH:22][cH:23][c:24](=[O:30])[n:25]([CH:27]([CH3:28])[CH3:29])[n:26]2)[n:15][c:16]1[S:17]([CH3:18])(=[O:19])=[O:20].[Na+:1].[OH:3][CH:4]1[CH2:5][CH2:6][CH2:7][CH2:8][CH2:9]1>>[O:3]([CH:4]1[CH2:5][CH2:6][CH2:7][CH2:8][CH2:9]1)[c:16]1[c:11]([NH2:10])[n:12][c:13](-[c:31]2[cH:32][cH:33][cH:34][cH:35][cH:36]2)[c:14](-[c:21]2[cH:22][cH:23][c:24](=[O:30])[n:25]([CH:27]([CH3:28])[CH3:29])[n:26]2)[n:15]1. Reactants: CC([C@@H](C(=O)C=1N(C=CN1)C)NC([C@H](CCCC)CNOCC1=CC=CC=C1)=O)(C)C (2(R)-[(N-benzyloxyamino)-methyl]-hexanoic acid-[2,2-dimethyl-1(S)-(1-methyl-1H-imidazole-2-carbonyl)-propyl]-amide), C(=O)CC(=O)OC(CC=O)=O (formylacetic anhydride). Solvent: ClCCl (dichloromethane). Product: CC([C@@H](C(=O)C=1N(C=CN1)C)NC([C@H](CCCC)CN(C=O)OCC1=CC=CC=C1)=O)(C)C (2(R)-[(N-Benzyloxy-N-formylamino)-methyl]-hexanoic Acid-[2,2-dimethyl-1(S)-(1-methyl-1H-imidazole-2-carbonyl)-propyl]-amide), solid. Isolated yield 93.0%. As a reaction SMILES: [CH3:1][C:2]([CH3:31])([CH3:30])[C@H:3]([NH:12][C:13](=[O:29])[C@@H:14]([CH2:19][NH:20][O:21][CH2:22][C:23]1[CH:28]=[CH:27][CH:26]=[CH:25][CH:24]=1)[CH2:15][CH2:16][CH2:17][CH3:18])[C:4]([C:6]1[N:7]([CH3:11])[CH:8]=[CH:9][N:10]=1)=[O:5].[CH:32](CC(OC(=O)CC=O)=O)=[O:33]>ClCCl>[CH3:31][C:2]([CH3:30])([CH3:1])[C@H:3]([NH:12][C:13](=[O:29])[C@@H:14]([CH2:19][N:20]([O:21][CH2:22][C:23]1[CH:28]=[CH:27][CH:26]=[CH:25][CH:24]=1)[CH:32]=[O:33])[CH2:15][CH2:16][CH2:17][CH3:18])[C:4]([C:6]1[N:7]([CH3:11])[CH:8]=[CH:9][N:10]=1)=[O:5]. Procedure: To a solution of 2(R)-[(N-benzyloxyamino)-methyl]-hexanoic acid-[2,2-dimethyl-1(S)-(1-methyl-1H-imidazole-2-carbonyl)-propyl]-amide (77 mg, 0.18 mmol) in dichloromethane (2 mL) at 0° C. was added formylacetic anhydride (50 μL, 0.54 mmol, 3 eqv) and the reaction allowed to stir at room temperature. After 2 hours the solvents were removed in vacuo and the residue azeotroped with toluene (2×30 mL). The product was placed under high vacuum for several hours to give the title compound as an off white... Reactants: ClC=1C=C(C=C(C1OC1=CC(=CC(=C1)Cl)Cl)Cl)NC(OCC)=O (Ethyl [3,5-dichloro-4-(3,5-dichlorophenoxy)phenyl]carbamate), COC(CNC)OC (N-(2,2-dimethoxyethyl)methanamine). Run in C1(=CC=CC=C1)C (toluene). The product is ClC=1C=C(C=C(C1OC1=CC(=CC(=C1)Cl)Cl)Cl)NC(=O)N(C)CC(OC)OC (N-[3,5-dichloro-4-(3,5-dichlorophenoxy)phenyl]-N'-(2,2-dimethoxyethyl)-N'-methylurea). RXN SMILES: [Cl:1][C:2]1[CH:3]=[C:4]([NH:18][C:19](=[O:23])OCC)[CH:5]=[C:6]([Cl:17])[C:7]=1[O:8][C:9]1[CH:14]=[C:13]([Cl:15])[CH:12]=[C:11]([Cl:16])[CH:10]=1.[CH3:24][O:25][CH:26]([O:30][CH3:31])[CH2:27][NH:28][CH3:29]>C1(C)C=CC=CC=1>[Cl:17][C:6]1[CH:5]=[C:4]([NH:18][C:19]([N:28]([CH2:27][CH:26]([O:30][CH3:31])[O:25][CH3:24])[CH3:29])=[O:23])[CH:3]=[C:2]([Cl:1])[C:7]=1[O:8][C:9]1[CH:10]=[C:11]([Cl:16])[CH:12]=[C:13]([Cl:15])[CH:14]=1. Procedure details: Ethyl [3,5-dichloro-4-(3,5-dichlorophenoxy)phenyl]carbamate (0.1 mole) and toluene (100 ml) are charged into a glass reaction vessel fitted with a mechanical stirrer, thermometer and condenser. N-(2,2-dimethoxyethyl)methanamine (0.15 mole) is added to the vessel and the mixture is refluxed for 16 hours. Solvent is then removed by mild warming under reduced pressure to yield the desired product N-[3,5-dichloro-4-(3,5-dichlorophenoxy)phenyl]-N'-(2,2-dimethoxyethyl)-N'-methylurea.